From a dataset of the Open Reaction Database (ORD), a public repository of structured organic reaction records. describe an organic reaction: reactants, conditions, products, and yield Starting materials: COC1OC(COCc2ccccc2)C(OCc2ccc(Cl)cc2)C(OCc2ccc(Br)cc2)C1OCc1ccc(I)cc1, C1CCOC1, CNc1ccccc1, CC(C)(C)[O-], [Na+], O=C(C=Cc1ccccc1)C=Cc1ccccc1, O=C(C=Cc1ccccc1)C=Cc1ccccc1, O=C(C=Cc1ccccc1)C=Cc1ccccc1, [Pd], [Pd]. Reaction SMILES: [CH2:1]([c:2]1[cH:3][cH:4][cH:5][cH:6][cH:7]1)[O:8][CH2:9][CH:10]1[CH:11]([O:36][CH2:37][c:38]2[cH:39][cH:40][c:41]([Cl:44])[cH:42][cH:43]2)[CH:12]([O:27][CH2:28][c:29]2[cH:30][cH:31][c:32]([Br:35])[cH:33][cH:34]2)[CH:13]([O:18][CH2:19][c:20]2[cH:21][cH:22][c:23]([I:24])[cH:25][cH:26]2)[CH:14]([O:15][CH3:16])[O:17]1.[CH2:59]1[O:60][CH2:61][CH2:62][CH2:63]1.[CH3:45][NH:46][c:47]1[cH:48][cH:49][cH:50][cH:51][cH:52]1.[CH3:53][C:54]([CH3:55])([O-:56])[CH3:57].[Na+:58].[O:102]=[C:103]([CH:104]=[CH:105][c:106]1[cH:107][cH:108][cH:109][cH:110][cH:111]1)[CH:112]=[CH:113][c:114]1[cH:115][cH:116][cH:117][cH:118][cH:119]1.[O:66]=[C:67]([CH:68]=[CH:69][c:70]1[cH:71][cH:72][cH:73][cH:74][cH:75]1)[CH:76]=[CH:77][c:78]1[cH:79][cH:80][cH:81][cH:82][cH:83]1.[O:84]=[C:85]([CH:86]=[CH:87][c:88]1[cH:89][cH:90][cH:91][cH:92][cH:93]1)[CH:94]=[CH:95][c:96]1[cH:97][cH:98][cH:99][cH:100][cH:101]1.[Pd:64].[Pd:65]>>[CH2:1]([c:2]1[cH:3][cH:4][cH:5][cH:6][cH:7]1)[O:8][CH2:9][CH:10]1[CH:11]([O:36][CH2:37][c:38]2[cH:39][cH:40][c:41]([Cl:44])[cH:42][cH:43]2)[CH:12]([O:27][CH2:28][c:29]2[cH:30][cH:31][c:32]([Br:35])[cH:33][cH:34]2)[CH:13]([OH:18])[CH:14]([O:15][CH3:16])[O:17]1. The product is COC1OC(COCc2ccccc2)C(OCc2ccc(Cl)cc2)C(OCc2ccc(Br)cc2)C1O. Reactants: C(=O)(OC(C)(C)C)N1C[C@@H](CCC1)CN(C(CC)=O)C1=CC=CC=C1 ((S)-N-(1-Boc-piperidin-3-ylmethyl)-N-phenyl-propionamide), C(CC1=CC=CC=C1)N1CC(CCC1)CN(C(CC)=O)C1=CC=CC=C1 (N-(1-Phenethyl-piperidin-3-ylmethyl)-N-phenyl-propionamide). The product is C(CC1=CC=CC=C1)N1C[C@H](CCC1)CN(C(CC)=O)C1=CC=CC=C1 ((S)N-(1-Phenethyl-piperidin-3-ylmethyl)-N-phenyl-propionamide). RXN SMILES: C(N1CCC[C@@H](CN(C2C=CC=CC=2)C(=O)CC)C1)(OC(C)(C)C)=O.[CH2:26]([N:34]1[CH2:39][CH2:38][CH2:37][CH:36]([CH2:40][N:41]([C:46]2[CH:51]=[CH:50][CH:49]=[CH:48][CH:47]=2)[C:42](=[O:45])[CH2:43][CH3:44])[CH2:35]1)[CH2:27][C:28]1[CH:33]=[CH:32][CH:31]=[CH:30][CH:29]=1>>[CH2:26]([N:34]1[CH2:39][CH2:38][CH2:37][C@H:36]([CH2:40][N:41]([C:46]2[CH:51]=[CH:50][CH:49]=[CH:48][CH:47]=2)[C:42](=[O:45])[CH2:43][CH3:44])[CH2:35]1)[CH2:27][C:28]1[CH:29]=[CH:30][CH:31]=[CH:32][CH:33]=1. Procedure: Following the procedures described in Example 5, (S)-N-(1-Boc-piperidin-3-ylmethyl)-N-phenyl-propionamide 31 was converted to (S) N-(1-Phenethyl-piperidin-3-ylmethyl)-N-phenyl-propionamide 32 (LRMS 350). The reactants are FC(C(=O)OC(C(F)(F)F)=O)(F)F (Trifluoroacetic anhydride), ClC1=CC=C(OCC2=C(C=CC=C2)C(C(=O)N)=NOC)C=C1 (2-(4-chlorophenoxymethyl)-α-methoxyiminophenylacetamide), N1=CC=CC=C1 (pyridine). The solvent is CCOCC (ether). Reaction conditions: time 2 hour. The product is ClC1=CC=C(OCC2=C(C=CC=C2)C(C#N)=NOC)C=C1 (2-(4-chlorophenoxymethyl)-α-methoxyiminophenylacetonitrile). Isolated yield 87.0%. As a reaction SMILES: FC(F)(F)C(OC(=O)C(F)(F)F)=O.[Cl:14][C:15]1[CH:35]=[CH:34][C:18]([O:19][CH2:20][C:21]2[CH:26]=[CH:25][CH:24]=[CH:23][C:22]=2[C:27](=[N:31][O:32][CH3:33])[C:28]([NH2:30])=O)=[CH:17][CH:16]=1.N1C=CC=CC=1>CCOCC>[Cl:14][C:15]1[CH:16]=[CH:17][C:18]([O:19][CH2:20][C:21]2[CH:26]=[CH:25][CH:24]=[CH:23][C:22]=2[C:27](=[N:31][O:32][CH3:33])[C:28]#[N:30])=[CH:34][CH:35]=1. Reported procedure: Trifluoroacetic anhydride (3.15 g, 15 mmol) was added to a mixture of 2-(4-chlorophenoxymethyl)-α-methoxyiminophenylacetamide (1.19 g, 6 mmol) and pyridine (12 ml) under ice-cooling over 20 minutes, and the mixture was stirred at room temperature for 2 hours. After completion of the reaction, ether (150 ml) was added, and the mixture was washed with 1N hydrochloric acid (150 ml), water (100 ml) and saturated aqueous sodium bicarbonate solution (100 ml). The ether layer was dried over anhydrous m... The reactants are O=C([O-])[O-], O=C1Cc2cc(CCCl)c(Cl)cc2N1, [I-], [K+], [K+], [K+], c1ccc2c(N3CCNCC3)nsc2c1, O=S1(=O)CCCC1. Product: O=C1Cc2cc(CCN3CCN(c4nsc5ccccc45)CC3)c(Cl)cc2N1. RXN SMILES: [C:32](=[O:33])([O-:34])[O-:35].[Cl:16][c:17]1[c:18]([CH2:27][CH2:28][Cl:29])[cH:19][c:20]2[c:24]([cH:25]1)[NH:23][C:22](=[O:26])[CH2:21]2.[I-:31].[K+:30].[K+:36].[K+:37].[N:1]1([c:7]2[n:8][s:9][c:10]3[c:11]2[cH:12][cH:13][cH:14][cH:15]3)[CH2:2][CH2:3][NH:4][CH2:5][CH2:6]1.[S:38]1(=[O:43])(=[O:44])[CH2:39][CH2:40][CH2:41][CH2:42]1>>[N:1]1([c:7]2[n:8][s:9][c:10]3[c:11]2[cH:12][cH:13][cH:14][cH:15]3)[CH2:2][CH2:3][N:4]([CH2:28][CH2:27][c:18]2[c:17]([Cl:16])[cH:25][c:24]3[c:20]([cH:19]2)[CH2:21][C:22](=[O:26])[NH:23]3)[CH2:5][CH2:6]1. Starting materials: BrC1=CC(=C(C=C1)S(=O)(=O)C=1N=NC(=CC1)OC)F (3-(4-bromo-2-fluoro-benzenesulfonyl)-6-methoxy-pyridazine), Cl (hydrochloric acid). The solvent is O1CCOCC1 (dioxane). Yields the product BrC1=CC(=C(C=C1)S(=O)(=O)C=1C=CC(NN1)=O)F (6-(4-Bromo-2-fluoro-benzenesulfonyl)-2H-pyridazin-3-one). Yield: 90.2%. Reaction SMILES: [Br:1][C:2]1[CH:7]=[CH:6][C:5]([S:8]([C:11]2[N:12]=[N:13][C:14]([O:17]C)=[CH:15][CH:16]=2)(=[O:10])=[O:9])=[C:4]([F:19])[CH:3]=1.Cl>O1CCOCC1>[Br:1][C:2]1[CH:7]=[CH:6][C:5]([S:8]([C:11]2[CH:16]=[CH:15][C:14](=[O:17])[NH:13][N:12]=2)(=[O:10])=[O:9])=[C:4]([F:19])[CH:3]=1. Procedure details: A mixture of 3-(4-bromo-2-fluoro-benzenesulfonyl)-6-methoxy-pyridazine (260 mg), dioxane (5 mL), and concentrated hydrochloric acid (1 mL) was prepared and refluxed for two hours. The reaction mixture was then evaporated to dryness. The resulting residue was triturated with water and the precipitated solid was collected and air-dried to obtain the title compound (90%, 225 mg); mp, >220° C.; NMR 7.05 (d, 1H), 7.7 (d, 1H), 7.9 (m, 3H), 13.8 (s, 1H). The reactants are COC1=CC=C(C=C1)C=1N=C(SC1C)N (4-(4-methoxy-phenyl)-5-methyl-thiazol-2-ylamine), COC=1C=C(C(=O)Cl)C=CC1OC (3,4-dimethoxy-benzoyl chloride). Yields the product COC=1C=C(C(=O)NC=2SC(=C(N2)C2=CC=C(C=C2)OC)C)C=CC1OC (3,4-dimethoxy-N-[4-(4-methoxy-phenyl)-5-methyl-thiazol-2-yl]-benzamide). Yield: 63.5%. Reaction SMILES: [CH3:1][O:2][C:3]1[CH:8]=[CH:7][C:6]([C:9]2[N:10]=[C:11]([NH2:15])[S:12][C:13]=2[CH3:14])=[CH:5][CH:4]=1.[CH3:16][O:17][C:18]1[CH:19]=[C:20]([CH:24]=[CH:25][C:26]=1[O:27][CH3:28])[C:21](Cl)=[O:22]>>[CH3:16][O:17][C:18]1[CH:19]=[C:20]([CH:24]=[CH:25][C:26]=1[O:27][CH3:28])[C:21]([NH:15][C:11]1[S:12][C:13]([CH3:14])=[C:9]([C:6]2[CH:5]=[CH:4][C:3]([O:2][CH3:1])=[CH:8][CH:7]=2)[N:10]=1)=[O:22]. Procedure details: A procedure similar to that in Example 4 was used. 4-(4-methoxy-phenyl)-5-methyl-thiazol-2-ylamine prepared in Example 52 and 3,4-dimethoxy-benzoyl chloride prepared in the step 1 of Example 12 were used as starting materials, allowed to react at room temperature overnight, followed by post-treatment to give a crude product, which was purified by a silica gel column chromatography eluted with a gradient of dichloromethane and ethyl acetate (20:1) to obtain a product as a white solid in a yield o... Reactants: N#Cc1ccc(NC(=O)C(F)(F)F)c(CBr)c1, Cc1ccccc1, c1ccc(P(c2ccccc2)c2ccccc2)cc1. The product is [Br-], N#Cc1ccc(NC(=O)C(F)(F)F)c(C[P+](c2ccccc2)(c2ccccc2)c2ccccc2)c1. RXN SMILES: [Br:1][CH2:2][c:3]1[c:4]([NH:11][C:12]([C:13]([F:14])([F:15])[F:16])=[O:17])[cH:5][cH:6][c:7]([C:9]#[N:10])[cH:8]1.[CH3:37][c:38]1[cH:39][cH:40][cH:41][cH:42][cH:43]1.[c:18]1([P:24]([c:25]2[cH:26][cH:27][cH:28][cH:29][cH:30]2)[c:31]2[cH:32][cH:33][cH:34][cH:35][cH:36]2)[cH:19][cH:20][cH:21][cH:22][cH:23]1>>[Br-:1].[CH2:2]([c:3]1[c:4]([NH:11][C:12]([C:13]([F:14])([F:15])[F:16])=[O:17])[cH:5][cH:6][c:7]([C:9]#[N:10])[cH:8]1)[P+:24]([c:18]1[cH:19][cH:20][cH:21][cH:22][cH:23]1)([c:25]1[cH:26][cH:27][cH:28][cH:29][cH:30]1)[c:31]1[cH:32][cH:33][cH:34][cH:35][cH:36]1.